This data is from the Open Reaction Database (ORD), a public repository of structured organic reaction records. The task is: describe an organic reaction: reactants, conditions, products, and yield Reactants: N-Aryl-benzenesulfonamides, NC1=CC=C(C(=C1C(=O)C1=CC=CC=C1)OC)Cl ((6-Amino-3-chloro-2-methoxy-phenyl)-phenyl-methanone), C(C)(C)(C)C1=CC=C(C=C1)S(=O)(=O)Cl (4-tert-butyl-benzenesulfonyl chloride). Product: C(C1=CC=CC=C1)(=O)C1=C(C=CC(=C1OC)Cl)NS(=O)(=O)C1=CC=C(C=C1)C(C)(C)C (N-(2-Benzoyl-4-chloro-3-methoxy-phenyl)-4-tert-butyl-benzenesulfonamide). RXN SMILES: [NH2:1][C:2]1[C:7]([C:8]([C:10]2[CH:15]=[CH:14][CH:13]=[CH:12][CH:11]=2)=[O:9])=[C:6]([O:16][CH3:17])[C:5]([Cl:18])=[CH:4][CH:3]=1.[C:19]([C:23]1[CH:28]=[CH:27][C:26]([S:29](Cl)(=[O:31])=[O:30])=[CH:25][CH:24]=1)([CH3:22])([CH3:21])[CH3:20]>>[C:8]([C:7]1[C:6]([O:16][CH3:17])=[C:5]([Cl:18])[CH:4]=[CH:3][C:2]=1[NH:1][S:29]([C:26]1[CH:27]=[CH:28][C:23]([C:19]([CH3:22])([CH3:21])[CH3:20])=[CH:24][CH:25]=1)(=[O:31])=[O:30])(=[O:9])[C:10]1[CH:15]=[CH:14][CH:13]=[CH:12][CH:11]=1. Procedure details: The title compound was prepared according to the general procedure for the synthesis of N-Aryl-benzenesulfonamides previously described using 131 mg of ((6-Amino-3-chloro-2-methoxy-phenyl)-phenyl-methanone and 116 mg of 4-tert-butyl-benzenesulfonyl chloride. 1H-NMR (400 MHz, CDCl3): δ 1.23 (s, 9H), 3.74 (s, 3H), 6.73 (d, 1H, J=2.8 Hz), 7.16 (dd, 1H, J=9.2 Hz, 3.2 Hz), 7.33 (d, 2H, J=8.4 Hz), 7.50 (d, 2H, J=6.0 Hz), 7.56 (d, 2H, J=8.8 Hz), 7.68 (d, 1H, J=9.2 Hz), 8.82 (d, 2H, J=6.4 Hz), 9.38 (s, ... Reactants: N#Cc1cc(F)cc(F)c1, [K+], O=[N+]([O-])[O-], O=S(=O)(O)O. Product: N#Cc1cc(F)cc(F)c1[N+](=O)[O-]. RXN SMILES: [F:11][c:12]1[cH:13][c:14]([C:15]#[N:16])[cH:17][c:18]([F:20])[cH:19]1.[K+:1].[O-:2][N+:3]([O-:4])=[O:5].[S:6](=[O:7])(=[O:8])([OH:9])[OH:10]>>[O-:2][N+:3](=[O:5])[c:13]1[c:12]([F:11])[cH:19][c:18]([F:20])[cH:17][c:14]1[C:15]#[N:16]. The reactants are CO, [Cl-], FC(F)(F)c1ccc2c(Cl)ccnc2c1, [NH4+]. Product: Nc1ccnc2cc(C(F)(F)F)ccc12. Reaction SMILES: [CH3:18][OH:19].[Cl-:16].[Cl:1][c:2]1[cH:3][cH:4][n:5][c:6]2[cH:7][c:8]([C:12]([F:13])([F:14])[F:15])[cH:9][cH:10][c:11]12.[NH4+:17]>>[c:2]1([NH2:17])[cH:3][cH:4][n:5][c:6]2[cH:7][c:8]([C:12]([F:13])([F:14])[F:15])[cH:9][cH:10][c:11]12. As a reaction SMILES: [OH:1][CH2:2][CH:3]1[O:17][C:6]2=[C:7]3[C:12](=[C:13]([CH3:15])[CH:14]=[C:5]2[CH2:4]1)[NH:11][C:10](=[O:16])[CH:9]=[CH:8]3.[H][H]>[Pd].C(O)(=O)C>[OH:1][CH2:2][CH:3]1[O:17][C:6]2=[C:7]3[C:12](=[C:13]([CH3:15])[CH:14]=[C:5]2[CH2:4]1)[NH:11][C:10](=[O:16])[CH2:9][CH2:8]3. The solvent is C(C)(=O)O (acetic acid). Starting materials: [H][H] (hydrogen), OCC1CC=2C(=C3C=CC(NC3=C(C2)C)=O)O1 (2-Hydroxymethyl-5-methyl-2,3,6,7-tetrahydrofuro[2,3-f]quinoline-7-one). The product is OCC1CC=2C(=C3CCC(NC3=C(C2)C)=O)O1 (2,3,6,7,8,9-Hexahydro-2-hydroxymethyl-5-methylfuro[2,3-f]quinoline-7-one). The reagents and catalysts are [Pd] (palladium-on-carbon). Procedure details: 2-Hydroxymethyl-5-methyl-2,3,6,7-tetrahydrofuro[2,3-f]quinoline-7-one (538 mg) was added to acetic acid (AcOH) (11 ml). To the obtained mixture, 10% palladium-on-carbon (323 mg) was added, and the solution was hydrogenated in the atmosphere of hydrogen at 50° C. under atmospheric pressure. After completion of the reaction, the catalyst was filtered off. The solvent was evaporated, and the residue was dissolved in chloroform. The solution was washed with aqueous sodium bicarbonate solution and wa... Isolated yield 72.8%. The reactants are CS(=O)(=O)O, COc1cccc(CCCCC(=O)O)c1, O, O=[P+3]. Yields the product COc1ccc2c(c1)CCCCC2=O. RXN SMILES: [CH3:3][S:4](=[O:5])(=[O:6])[OH:7].[CH3:8][O:9][c:10]1[cH:11][c:12]([CH2:16][CH2:17][CH2:18][CH2:19][C:20](=[O:21])[OH:22])[cH:13][cH:14][cH:15]1.[OH2:23].[P+3:1]=[O:2]>>[CH3:8][O:9][c:10]1[cH:11][c:12]2[c:13]([cH:14][cH:15]1)[C:20](=[O:22])[CH2:19][CH2:18][CH2:17][CH2:16]2. Starting materials: COc1cc2c(Cl)ncnc2cc1OCC1CC2CN(C(=O)OCc3ccccc3)CC2C1, CCOC(C)=O, [H-], Nc1ccc(O)c(F)c1, [Na+], CN(C)C=O. Yields the product COc1cc2c(Oc3ccc(N)cc3F)ncnc2cc1OCC1CC2CN(C(=O)OCc3ccccc3)CC2C1. As a reaction SMILES: [CH2:12]([c:13]1[cH:14][cH:15][cH:16][cH:17][cH:18]1)[O:19][C:20](=[O:21])[N:22]1[CH2:23][CH:24]2[CH:25]([CH2:26]1)[CH2:27][CH:28]([CH2:30][O:31][c:32]1[c:33]([O:43][CH3:44])[cH:34][c:35]3[c:36]([Cl:42])[n:37][cH:38][n:39][c:40]3[cH:41]1)[CH2:29]2.[CH3:50][CH2:51][O:52][C:53]([CH3:54])=[O:55].[H-:11].[NH2:1][c:2]1[cH:3][c:4]([F:9])[c:5]([OH:8])[cH:6][cH:7]1.[Na+:10].[O:45]=[CH:46][N:47]([CH3:48])[CH3:49]>>[NH2:1][c:2]1[cH:3][c:4]([F:9])[c:5]([O:8][c:36]2[c:35]3[cH:34][c:33]([O:43][CH3:44])[c:32]([O:31][CH2:30][CH:28]4[CH2:27][CH:25]5[CH:24]([CH2:23][N:22]([C:20]([O:19][CH2:12][c:13]6[cH:14][cH:15][cH:16][cH:17][cH:18]6)=[O:21])[CH2:26]5)[CH2:29]4)[cH:41][c:40]3[n:39][cH:38][n:37]2)[cH:6][cH:7]1. The reactants are O=C(Cl)C(=O)Cl, CCN1CCNCC1, ClCCl, O=C(O)c1cc([N+](=O)[O-])cc(C(F)(F)F)c1, CN(C)C=O. The product is CCN1CCN(C(=O)c2cc([N+](=O)[O-])cc(C(F)(F)F)c2)CC1. Reaction SMILES: [C:22]([Cl:23])(=[O:24])[C:25]([Cl:26])=[O:27].[CH2:28]([CH3:29])[N:30]1[CH2:31][CH2:32][NH:33][CH2:34][CH2:35]1.[Cl:36][CH2:37][Cl:38].[N+:1](=[O:2])([O-:3])[c:4]1[cH:5][c:6]([C:7](=[O:8])[OH:9])[cH:10][c:11]([C:13]([F:14])([F:15])[F:16])[cH:12]1.[O:17]=[CH:18][N:19]([CH3:20])[CH3:21]>>[N+:1](=[O:2])([O-:3])[c:4]1[cH:5][c:6]([C:7](=[O:9])[N:33]2[CH2:32][CH2:31][N:30]([CH2:28][CH3:29])[CH2:35][CH2:34]2)[cH:10][c:11]([C:13]([F:14])([F:15])[F:16])[cH:12]1. RXN SMILES: [CH2:22]1[O:23][CH2:24][CH2:25][CH2:26]1.[CH3:5][O:6][CH:7]([O:8][CH3:9])[Si:10]([CH:11]=[CH2:12])([CH:13]=[CH2:14])[c:15]1[cH:16][cH:17][cH:18][cH:19][cH:20]1.[CH:2]([Mg+:3])=[CH2:4].[Cl-:1].[OH2:21]>>[CH3:7][Si:10]([CH:11]=[CH2:12])([CH:13]=[CH2:14])[c:15]1[cH:16][cH:17][cH:18][cH:19][cH:20]1. The product is C=C[Si](C)(C=C)c1ccccc1. Reactants: C1CCOC1, C=C[Si](C=C)(c1ccccc1)C(OC)OC, C=C[Mg+], [Cl-], O. Reaction SMILES: [NH2:1][C:2]1[CH:7]=[CH:6][CH:5]=[CH:4][C:3]=1[OH:8].CN(C)C=O.I[CH:15]([CH3:17])[CH3:16]>C(=O)([O-])O.[K+].O>[CH:15]([NH:1][C:2]1[CH:7]=[CH:6][CH:5]=[CH:4][C:3]=1[OH:8])([CH3:17])[CH3:16] |f:3.4|. Reagents/catalysts: C(O)([O-])=O.[K+] (potassium hydrogencarbonate). The product is C(C)(C)NC1=C(C=CC=C1)O (2-(isopropylamino)phenol). Procedure details: Into a 100 mL flask purged with nitrogen were added 12 g (109.92 mmol) of o-aminophenol and 60 mL of dimethylformamide (DMF), and the resultant mixture was stirred at room temperature and dissolved. Then, the obtained solution was mixed with 22.4 g (132 mmol) of 2-iodopropane such (molar ratio of 2-iodopropane to o-aminophenol: 1.2), and further with 11.4 g (114 mmol) of potassium hydrogencarbonate (KHCO3) as a catalyst, and the resultant mixture was stirred at room temperature for 5 h. After co... Starting materials: IC(C)C (2-iodopropane), NC1=C(C=CC=C1)O (o-aminophenol), CN(C=O)C (dimethylformamide), resultant mixture, resultant mixture. Solvent: O (water).